Dataset: the Open Reaction Database (ORD), a public repository of structured organic reaction records. Task: describe an organic reaction: reactants, conditions, products, and yield Product: CC(CO)Nc1cccc(C2=C(c3cn(C)c4ccccc34)C(=O)NC2=O)c1. Reaction SMILES: [CH2:33]1[O:34][CH2:35][CH2:36][CH2:37]1.[CH3:1][n:2]1[cH:3][c:4]([C:11]2=[C:15]([c:16]3[cH:17][c:18]([NH2:22])[cH:19][cH:20][cH:21]3)[C:14](=[O:23])[NH:13][C:12]2=[O:24])[c:5]2[cH:6][cH:7][cH:8][cH:9][c:10]12.[CH3:25][C:26](=[O:27])[CH2:28][OH:29].[Cl:30][CH2:31][Cl:32]>>[CH3:1][n:2]1[cH:3][c:4]([C:11]2=[C:15]([c:16]3[cH:17][c:18]([NH:22][CH:26]([CH3:25])[CH2:28][OH:29])[cH:19][cH:20][cH:21]3)[C:14](=[O:23])[NH:13][C:12]2=[O:24])[c:5]2[cH:6][cH:7][cH:8][cH:9][c:10]12. Starting materials: C1CCOC1, Cn1cc(C2=C(c3cccc(N)c3)C(=O)NC2=O)c2ccccc21, CC(=O)CO, ClCCl. Reactants: ClC1=CC(=C(C=N1)N(C(C(C)(C)C1=CC(=CC(=C1)OC)Cl)=O)C)C1=C(C=CC=C1)Cl (N-[6-chloro-4-(2-chloro-phenyl)-pyridin-3-yl]-2-(3-chloro-5-methoxy-phenyl)-N-methyl-isobutyramide), C(Cl)Cl (CH2Cl2). The solvent is O (water). Reaction conditions: time 6 hour. Product: ClC1=CC(=C(C=N1)N(C(C(C)(C)C1=CC(=CC(=C1)O)Cl)=O)C)C1=C(C=CC=C1)Cl (N-[6-Chloro-4-(2-chloro-phenyl)-pyridin-3-yl]-2-(3-chloro-5-hydroxy-phenyl)-N-methyl-isobutyramide). Yield: 65.7%. RXN SMILES: [Cl:1][C:2]1[N:7]=[CH:6][C:5]([N:8]([CH3:23])[C:9](=[O:22])[C:10]([C:13]2[CH:18]=[C:17]([O:19]C)[CH:16]=[C:15]([Cl:21])[CH:14]=2)([CH3:12])[CH3:11])=[C:4]([C:24]2[CH:29]=[CH:28][CH:27]=[CH:26][C:25]=2[Cl:30])[CH:3]=1.C(Cl)Cl>O>[Cl:1][C:2]1[N:7]=[CH:6][C:5]([N:8]([CH3:23])[C:9](=[O:22])[C:10]([C:13]2[CH:18]=[C:17]([OH:19])[CH:16]=[C:15]([Cl:21])[CH:14]=2)([CH3:11])[CH3:12])=[C:4]([C:24]2[CH:29]=[CH:28][CH:27]=[CH:26][C:25]=2[Cl:30])[CH:3]=1. Reported procedure: To a solution of 1.10 g (2.37 mmol) N-[6-chloro-4-(2-chloro-phenyl)-pyridin-3-yl]-2-(3-chloro-5-methoxy-phenyl)-N-methyl-isobutyramide in 20 ml CH2Cl2 4.74 ml (4.74 mmol) BBr3 (1 M in CH2Cl2) was added at 0° C. The reaction mixture was allowed to reach ambient temperature and stirred for 6 h After addition of 50 ml water the mixture was extracted three times with 60 ml CH2Cl2. The combined organic solvents were dried (Na2SO4), filtered and evaporated. The residue was purified by flash-chromatogr... Reactants: II, C(=O)=O.CO (CO2 Methanol), C(CC#N)#N (Malononitrile), CC(C)([O-])C.[K+] (potassium t-butoxide), BrC(C(=O)OC)(C)C1=CC=CC=C1 (methyl 2-bromo-2-phenylpropanoate). Procedure: Malononitrile (4.29 g, 65 mmol) and potassium t-butoxide (7.29 g, 65 mmol) were added to a THF (100 mL) solution containing the intermediate from Step B (15.8 g, 65 mmol). The reaction solution was then placed in an 85° C. oil bath for 4 hours. The solution was then cooled to room temperature and partitioned between saturated aqueous ammonium chloride and ethyl acetate. The organic layer was washed with brine, dried over sodium sulfate, filtered and concentrated. The crude was purified by silica... Yields the product C(#N)C(C(C(=O)OC)(C1=CC=CC=C1)C)C#N (methyl 3,3-dicyano-2-methyl-2-phenylpropanoate). The solvent is C1CCOC1 (THF). RXN SMILES: [C:1](#[N:5])[CH2:2][C:3]#[N:4].CC(C)([O-])C.[K+].Br[C:13]([C:19]1[CH:24]=[CH:23][CH:22]=[CH:21][CH:20]=1)([CH3:18])[C:14]([O:16][CH3:17])=[O:15].C(=O)=O.CO>C1COCC1>[C:3]([CH:2]([C:1]#[N:5])[C:13]([CH3:18])([C:19]1[CH:24]=[CH:23][CH:22]=[CH:21][CH:20]=1)[C:14]([O:16][CH3:17])=[O:15])#[N:4] |f:1.2,4.5|. Reactants: CCN=C=O, CCN(C(C)C)C(C)C, ClCCl, Cc1c(O)cn2ncnc(Oc3ccc([N+](=O)[O-])cc3F)c12. Yields the product CCNC(=O)Oc1cn2ncnc(Oc3ccc([N+](=O)[O-])cc3F)c2c1C. Reaction SMILES: [CH2:32]([CH3:33])[N:34]=[C:35]=[O:36].[CH:23]([N:24]([CH2:25][CH3:26])[CH:27]([CH3:28])[CH3:29])([CH3:30])[CH3:31].[Cl:37][CH2:38][Cl:39].[F:1][c:2]1[c:3]([O:4][c:5]2[n:6][cH:7][n:8][n:9]3[c:10]2[c:11]([CH3:15])[c:12]([OH:14])[cH:13]3)[cH:16][cH:17][c:18]([N+:20](=[O:21])[O-:22])[cH:19]1>>[F:1][c:2]1[c:3]([O:4][c:5]2[n:6][cH:7][n:8][n:9]3[c:10]2[c:11]([CH3:15])[c:12]([O:14][C:35]([NH:34][CH2:32][CH3:33])=[O:36])[cH:13]3)[cH:16][cH:17][c:18]([N+:20](=[O:21])[O-:22])[cH:19]1. Starting materials: OCC(F)(F)CCc1ccccc1, CCOC(=O)C(F)(F)c1cccc(OC)c1. The product is COc1cccc(C(F)(F)CO)c1. As a reaction SMILES: [F:17][C:18]([F:19])([CH2:20][CH2:21][c:22]1[cH:23][cH:24][cH:25][cH:26][cH:27]1)[CH2:28][OH:29].[F:1][C:2]([C:3](=[O:4])[O:5][CH2:6][CH3:7])([c:8]1[cH:9][c:10]([O:14][CH3:15])[cH:11][cH:12][cH:13]1)[F:16]>>[F:1][C:2]([CH2:3][OH:4])([c:8]1[cH:9][c:10]([O:14][CH3:15])[cH:11][cH:12][cH:13]1)[F:16].